From a dataset of the Open Reaction Database (ORD), a public repository of structured organic reaction records. describe an organic reaction: reactants, conditions, products, and yield Starting materials: OC1=C(C=C(C=C1)C=1N(C=C(C(=O)O)C(C1)=O)C1=CC=C(C=C1)F)[N+](=O)[O-] (6-(4-hydroxy-3-nitrophenyl)-4-oxo-1-(4-fluorophenyl)-1,4-dihydronicotinic acid). Reagents/catalysts: [C].[Pd] (palladium carbon). The solvent is CO (methanol). Reaction conditions: time 2 hour. Product: OC1=C(C=C(C=C1)C=1N(C=C(C(=O)O)C(C1)=O)C1=CC=C(C=C1)F)N (6-(4-hydroxy-3-aminophenyl)-4-oxo-1-(4-fluorophenyl)-1,4-dihydronicotinic acid). Isolated yield 97.9%. RXN SMILES: [OH:1][C:2]1[CH:7]=[CH:6][C:5]([C:8]2[N:9]([C:18]3[CH:23]=[CH:22][C:21]([F:24])=[CH:20][CH:19]=3)[CH:10]=[C:11]([C:15](=[O:17])[CH:16]=2)[C:12]([OH:14])=[O:13])=[CH:4][C:3]=1[N+:25]([O-])=O>CO.[C].[Pd]>[OH:1][C:2]1[CH:7]=[CH:6][C:5]([C:8]2[N:9]([C:18]3[CH:23]=[CH:22][C:21]([F:24])=[CH:20][CH:19]=3)[CH:10]=[C:11]([C:15](=[O:17])[CH:16]=2)[C:12]([OH:14])=[O:13])=[CH:4][C:3]=1[NH2:25] |f:2.3|. Procedure: In 10 ml of methanol was dissolved 0.5 g of 6-(4-hydroxy-3-nitrophenyl)-4-oxo-1-(4-fluorophenyl)-1,4-dihydronicotinic acid, and to this solution was added 0.1 g of 5% by weight palladium carbon. The said acid was hydrogenated under atmospheric pressure for 2 hours. After completion of the reaction, the reaction mixture was filtered and the filtrate was concentrated under reduced pressure to obtain 0.45 g of 6-(4-hydroxy-3-aminophenyl)-4-oxo-1-(4-fluorophenyl)-1,4-dihydronicotinic acid having a m... Reactants: ClC1=NC(=NC(=C1)N1CCN(CC1)C1=NC=CC=C1C(F)(F)F)N1CCOCC1 (4-{4-chloro-6-[4-(3-trifluoromethyl-pyridin-2-yl)-piperazin-1-yl]-pyrimidin-2-yl}-morpholine), COC(=O)CCC=1C=C(C=CC1)B(O)O ((3-(2-methoxycarbonylethyl)phenyl)boronic acid), [O-]P(=O)([O-])[O-].[K+].[K+].[K+] (K3PO4). Reagents/catalysts: C=1C=CC(=CC1)[P](C=2C=CC=CC2)(C=3C=CC=CC3)[Pd]([P](C=4C=CC=CC4)(C=5C=CC=CC5)C=6C=CC=CC6)([P](C=7C=CC=CC7)(C=8C=CC=CC8)C=9C=CC=CC9)[P](C=1C=CC=CC1)(C=1C=CC=CC1)C=1C=CC=CC1 (Pd(PPh3)4). Solvent: O1CCOCC1 (dioxane). Run at temperature 80 celsius. Yields the product N1(CCOCC1)C1=NC(=CC(=N1)C=1C=C(C=CC1)CCC(=O)O)N1CCN(CC1)C1=NC=CC=C1C(F)(F)F (3-(3-{2-Morpholin-4-yl-6-[4-(3-trifluoromethyl-pyridin-2-yl)-piperazin-1-yl]-pyrimidin-4-yl}-phenyl)-propionic acid). RXN SMILES: Cl[C:2]1[CH:7]=[C:6]([N:8]2[CH2:13][CH2:12][N:11]([C:14]3[C:19]([C:20]([F:23])([F:22])[F:21])=[CH:18][CH:17]=[CH:16][N:15]=3)[CH2:10][CH2:9]2)[N:5]=[C:4]([N:24]2[CH2:29][CH2:28][O:27][CH2:26][CH2:25]2)[N:3]=1.C[O:31][C:32]([CH2:34][CH2:35][C:36]1[CH:37]=[C:38](B(O)O)[CH:39]=[CH:40][CH:41]=1)=[O:33].[O-]P([O-])([O-])=O.[K+].[K+].[K+]>O1CCOCC1.C1C=CC([P]([Pd]([P](C2C=CC=CC=2)(C2C=CC=CC=2)C2C=CC=CC=2)([P](C2C=CC=CC=2)(C2C=CC=CC=2)C2C=CC=CC=2)[P](C2C=CC=CC=2)(C2C=CC=CC=2)C2C=CC=CC=2)(C2C=CC=CC=2)C2C=CC=CC=2)=CC=1>[N:24]1([C:4]2[N:3]=[C:2]([C:38]3[CH:37]=[C:36]([CH2:35][CH2:34][C:32]([OH:33])=[O:31])[CH:41]=[CH:40][CH:39]=3)[CH:7]=[C:6]([N:8]3[CH2:9][CH2:10][N:11]([C:14]4[C:19]([C:20]([F:23])([F:22])[F:21])=[CH:18][CH:17]=[CH:16][N:15]=4)[CH2:12][CH2:13]3)[N:5]=2)[CH2:29][CH2:28][O:27][CH2:26][CH2:25]1 |f:2.3.4.5,^1:62,64,83,102|. Reported procedure: Purge a solution of 4-{4-chloro-6-[4-(3-trifluoromethyl-pyridin-2-yl)-piperazin-1-yl]-pyrimidin-2-yl}-morpholine (142 mg, 0.33 mmol), (3-(2-methoxycarbonylethyl)phenyl)boronic acid (Combi-Blocks, Inc., San Diego, Calif.; 104 mg, 0.5 mmol) and K3PO4 (2M, 331 μL) in dioxane with nitrogen for 10 minutes. Add Pd(PPh3)4 (19 mg, 0.017 mmol) and purge for an additional 5 minutes. Seal the contents in a reaction vial and heat at 80° C. for 16 hours. Partition the mixture between EtOAc and water, dry (Na... Product: N12CC3[C@@H](C(CC(C1)C3)C2)NC(C2=CC(=CC=C2)O)=O (N-[(4s)-1-Azatricyclo[3.3.1.13,7]dec-4-yl]-3-hydroxybenzamide). The reactants are N12CC3[C@@H](C(CC(C1)C3)C2)N ((4s)-1-azatricyclo[3.3.1.13,7]dec-4-ylamine), OC=1C=C(C(=O)O)C=CC1 (3-hydroxybenzoic acid), N (NH3). Reported procedure: Prepared from (4s)-1-azatricyclo[3.3.1.13,7]dec-4-ylamine and 3-hydroxybenzoic acid (Aldrich) according to method B; 1H NMR (500 MHz, methanol-d4) δ 1.96 (s, 3H), 2.12 (s, 1H), 2.29 (d, J=14 Hz, 2H), 2.38 (s, 2H), 3.49 (s, 2H), 3.59 (s, 3H), 3.74-3.91 (m, 1H), 4.36 (s, 1H), 6.90-7.06 (m, 1H), 7.18-7.25 (m, J=2 Hz, 1H), 7.24-7.31 (m, 2H); MS (APCI/NH3) m/z 273 (M+H)+. Reaction SMILES: [N:1]12[CH2:10][CH:5]3[CH2:6][CH:7]([CH2:9][CH:3]([C@@H:4]3[NH2:11])[CH2:2]1)[CH2:8]2.[OH:12][C:13]1[CH:14]=[C:15]([CH:19]=[CH:20][CH:21]=1)[C:16](O)=[O:17].N>>[N:1]12[CH2:10][CH:5]3[CH2:6][CH:7]([CH2:9][CH:3]([C@@H:4]3[NH:11][C:16](=[O:17])[C:15]3[CH:19]=[CH:20][CH:21]=[C:13]([OH:12])[CH:14]=3)[CH2:2]1)[CH2:8]2. Run at time 2 hour. Reaction SMILES: [N+:1]([C:4]1[CH:9]=[CH:8][C:7]([S:10](Cl)(=[O:12])=[O:11])=[CH:6][CH:5]=1)([O-:3])=[O:2].[N:14]1[CH:19]=[CH:18][CH:17]=[CH:16][CH:15]=1.N1CCCCC1>ClCCl>[N+:1]([C:4]1[CH:9]=[CH:8][C:7]([S:10]([N:14]2[CH2:19][CH2:18][CH2:17][CH2:16][CH2:15]2)(=[O:12])=[O:11])=[CH:6][CH:5]=1)([O-:3])=[O:2]. Starting materials: [N+](=O)([O-])C1=CC=C(C=C1)S(=O)(=O)Cl (4-nitrobenzenesulfonyl chloride), N1=CC=CC=C1 (pyridine), N1CCCCC1 (piperidine). Isolated yield 91.0%. Product: [N+](=O)([O-])C1=CC=C(C=C1)S(=O)(=O)N1CCCCC1 (1-(4-nitro-benzenesulfonyl)-piperidine). Run in ClCCl (dichloromethane), ClCCl (dichloromethane). Procedure details: To a solution of 4-nitrobenzenesulfonyl chloride 40 g 0.181 mole in dichloromethane 400 ml was added over 30 mins a solution of pyridine 15 g 15.3 ml and piperidine 16.15 g 18.8 ml in dichloromethane 100 ml. The mixture was stirred at room temperature for 2 h and then washed with water, 2M hydrochloric acid and brine, dried MgSO4 and evaporated in vacuo to give 1-(4-nitro-benzenesulfonyl)-piperidine 44.5 g. 1HNMR CDCl3 7.76 (2H, d), 7.40 (2H, d), 3.21 (6H, q), 1.07 (6H, t). Starting materials: Cn1cc([N+](=O)[O-])c(C#N)n1, ClCCl. Product: Cn1cc(N)c(C#N)n1. RXN SMILES: [CH3:1][n:2]1[n:3][c:4]([C:10]#[N:11])[c:5]([N+:7]([O-:8])=[O:9])[cH:6]1.[Cl:12][CH2:13][Cl:14]>>[CH3:1][n:2]1[n:3][c:4]([C:10]#[N:11])[c:5]([NH2:7])[cH:6]1. The reactants are 334, C(C1=CC=CC=C1)OC(CC(=O)OCC1=CC=CC=C1)=O (malonic acid dibenzyl ester), [H-].[Na+] (sodium hydride). Run in CN(C=O)C (dimethylformamide). Reaction conditions: time 1.5 hour. Yields the product C(C1=CC=CC=C1)OC(C(C(=O)OCC1=CC=CC=C1)CC(C)C)=O (isobutylmalonic acid dibenzyl ester). Yield: 699.3%. Reaction SMILES: [CH2:1]([O:8][C:9](=[O:21])[CH2:10][C:11]([O:13][CH2:14][C:15]1[CH:20]=[CH:19][CH:18]=[CH:17][CH:16]=1)=[O:12])[C:2]1[CH:7]=[CH:6][CH:5]=[CH:4][CH:3]=1.[H-].[Na+]>CN(C)C=O>[CH2:14]([O:13][C:11](=[O:12])[CH:10]([CH2:1][CH:2]([CH3:7])[CH3:3])[C:9]([O:8][CH2:1][C:2]1[CH:3]=[CH:4][CH:5]=[CH:6][CH:7]=1)=[O:21])[C:15]1[CH:20]=[CH:19][CH:18]=[CH:17][CH:16]=1 |f:1.2|. Procedure: A total of 334. 75 g of malonic acid dibenzyl ester was dissolved in 1310 ml of dimethylformamide and treated in portions with 51.5 g of 55% sodium hydride which has been previously decanted once with anhydrous benzene. The mixture was stirred for 1.5 hours and then 241 g of isobutyl iodide added dropwise. After stirring for 65 hours, the mixture was evaporated under reduced pressure and the residue stirred with diethyl ether. After filtration of undissolved material, the diethyl ether solution ...